Dataset: the Open Reaction Database (ORD), a public repository of structured organic reaction records. Task: describe an organic reaction: reactants, conditions, products, and yield The reactants are ClC=1C=C2CCC(C2=CC1)=O (5-chloro-2,3-dihydro-1H-inden-1-one), C(#N)CC(=O)OCC (ethyl cyanoacetate), C(C)(=O)[O-].[NH4+] (ammonium acetate), C(C)(=O)O (acetic acid). Run in C1=CC=CC=C1 (benzene), O (water). The product is ClC=1C=C2CC/C(/C2=CC1)=C(\C(=O)OCC)/C#N ((E)-ethyl 2-(5-chloro-2,3-dihydro-1H-inden-1-ylidene)-2-cyanoacetate). Isolated yield 68.0%. Reaction SMILES: [Cl:1][C:2]1[CH:3]=[C:4]2[C:8](=[CH:9][CH:10]=1)[C:7](=O)[CH2:6][CH2:5]2.[C:12]([CH2:14][C:15]([O:17][CH2:18][CH3:19])=[O:16])#[N:13].C([O-])(=O)C.[NH4+].C(O)(=O)C>C1C=CC=CC=1.O>[Cl:1][C:2]1[CH:3]=[C:4]2[C:8](=[CH:9][CH:10]=1)/[C:7](=[C:14](\[C:12]#[N:13])/[C:15]([O:17][CH2:18][CH3:19])=[O:16])/[CH2:6][CH2:5]2 |f:2.3|. Reported procedure: A mixture of 5-chloro-2,3-dihydro-1H-inden-1-one (150 g, 0.9 mol, commercially available) and ethyl cyanoacetate (125 g, 1.1 mol), ammonium acetate (150 g, 1.94 mmol) and glacial acetic acid (500 mL) in benzene (1 L) was refluxed with a Dean Stark water trap for 22 h. Then benzene was partially removed under vacuum, the residue was filtered and the solid obtain was crystallized from ethanol to give the title compound (161 g, y=68%). Reaction conditions: time 1 hour. As a reaction SMILES: [NH2:1][C:2]1[C:7]([C:8](=[O:15])[C:9]2[CH:14]=[CH:13][CH:12]=[CH:11][CH:10]=2)=[N:6][CH:5]=[CH:4][N:3]=1.[Br:16][CH2:17][C:18](Br)=[O:19].C(=O)([O-])[O-].[Na+].[Na+]>C(Cl)Cl>[C:8]([C:7]1[C:2]([NH:1][C:18](=[O:19])[CH2:17][Br:16])=[N:3][CH:4]=[CH:5][N:6]=1)(=[O:15])[C:9]1[CH:14]=[CH:13][CH:12]=[CH:11][CH:10]=1 |f:2.3.4|. The solvent is C(Cl)Cl (methylene chloride). Procedure details: A solution of 2 g. (0.01 mol) of 2-amino-3-benzoylpyrazine and 20.2 g. (0.1 mol) of 2-bromo-acetyl bromide in 50 ml. of methylene chloride was layered with 25 ml. of 10% aqueous sodium carbonate solution. The two-phase mixture was stirred for 1 hour at room temperature. The methylene chloride layer was separated, washed several times with 10% aqueous sodium carbonate solution and was dried over sodium sulfate. The residue obtained after evaporation was crystallized from methylene chloride/hexane... Product: C(C1=CC=CC=C1)(=O)C=1C(=NC=CN1)NC(CBr)=O (3-benzoyl-2-(2-bromoacetamido)pyrazine). Reactants: NC1=NC=CN=C1C(C1=CC=CC=C1)=O (2-amino-3-benzoylpyrazine), above-named product, BrCC(=O)Br (2-bromo-acetyl bromide), C([O-])([O-])=O.[Na+].[Na+] (sodium carbonate). The reactants are [Cl-].[Al+3].[Cl-].[Cl-] (Aluminum chloride), BrCCCCCC(=O)Cl (6-bromohexanoyl chloride), ClC1=CC=CC=C1 (chlorobenzene), Ice water, Cl (hydrochloric acid). Product: BrCCCCCC(=O)C1=CC=C(C=C1)Cl (6-bromo-1-(4-chlorophenyl)-1-hexanone). Reaction SMILES: [Cl-].[Al+3].[Cl-].[Cl-].[Br:5][CH2:6][CH2:7][CH2:8][CH2:9][CH2:10][C:11](Cl)=[O:12].Cl.[Cl:15][C:16]1[CH:21]=[CH:20][CH:19]=[CH:18][CH:17]=1>>[Br:5][CH2:6][CH2:7][CH2:8][CH2:9][CH2:10][C:11]([C:19]1[CH:20]=[CH:21][C:16]([Cl:15])=[CH:17][CH:18]=1)=[O:12] |f:0.1.2.3|. Procedure: Aluminum chloride (1.3 g) was added to a solution of 6-bromohexanoyl chloride (2 g) in chlorobenzene (20 ml) under ice-cooling and the mixture was stirred at room temperature for 2 hr. Ice water and conc. hydrochloric acid were added to the reaction mixture, and the mixture was extracted with ethyl acetate. The organic layer was washed with water and brine, dried and the solvent was evaporated under reduced pressure. The obtained residue was purified by silica gel column chromatography to give 1... Run at time 2 hour. Reactants: COc1cc(C#N)ccc1OCCCBr, CC#N, ClCCl, Fc1ccc2c(C3CCNCC3)noc2c1, [K+], [K+], O=C([O-])[O-]. Product: COc1cc(C#N)ccc1OCCCN1CCC(c2noc3cc(F)ccc23)CC1. RXN SMILES: [Br:23][CH2:24][CH2:25][CH2:26][O:27][c:28]1[c:29]([O:36][CH3:37])[cH:30][c:31]([C:32]#[N:33])[cH:34][cH:35]1.[CH3:41][C:42]#[N:43].[Cl:38][CH2:39][Cl:40].[F:1][c:2]1[cH:3][c:4]2[c:5]([c:6]([CH:9]3[CH2:10][CH2:11][NH:12][CH2:13][CH2:14]3)[n:7][o:8]2)[cH:15][cH:16]1.[K+:17].[K+:18].[O-:19][C:20]([O-:21])=[O:22]>>[F:1][c:2]1[cH:3][c:4]2[c:5]([c:6]([CH:9]3[CH2:10][CH2:11][N:12]([CH2:24][CH2:25][CH2:26][O:27][c:28]4[c:29]([O:36][CH3:37])[cH:30][c:31]([C:32]#[N:33])[cH:34][cH:35]4)[CH2:13][CH2:14]3)[n:7][o:8]2)[cH:15][cH:16]1. The reactants are BrC=1C=CC2=C(SC(=C2C)CC=2NC=CN2)C1 (6-bromo-2-(1-imidazolylmethyl)-3-methylbenzo[b]thiophene), cuprous cyanide, CN(C=O)C (N,N-dimethylformamide), O (water). The product is N1C(=NC=C1)CC1=C(C2=C(S1)C=C(C=C2)C#N)C (2-(1-imidazolylmethyl)-3-methylbenzo[b]thiophene-6-carbonitrile). Procedure: A mixture of 6-bromo-2-(1-imidazolylmethyl)-3-methylbenzo[b]thiophene (1.01 g) and cuprous cyanide (1.80 g) in N,N-dimethylformamide (20 ml) was heated under reflux for 22 hours and then cooled and poured into water. The solid was filtered off, washed with water and then suspended in a mixture of concentrated aqueous ammonia solution (100 ml) and ethyl acetate (150 ml) and the mixture was stirred until no solid remained. The organic layer was separated, washed with water, dried (Na2SO4) and evap... As a reaction SMILES: Br[C:2]1[CH:3]=[CH:4][C:5]2[C:9]([CH3:10])=[C:8]([CH2:11][C:12]3[NH:13][CH:14]=[CH:15][N:16]=3)[S:7][C:6]=2[CH:17]=1.O.[CH3:19][N:20](C)C=O>>[NH:16]1[CH:15]=[CH:14][N:13]=[C:12]1[CH2:11][C:8]1[S:7][C:6]2[CH:17]=[C:2]([C:19]#[N:20])[CH:3]=[CH:4][C:5]=2[C:9]=1[CH3:10]. The reactants are COC([C@H](C1CCCCC1)NC(=O)OC(C)(C)C)=O ((S)-tert-Butoxycarbonylamino-cyclohexyl-acetic acid methyl ester), N([C@@H](C(C)C)C(=O)O)C(=O)OCC1=CC=CC=C1 (Z-Val-OH), C(C)OC(=O)[C@@]1([C@@H](C1)C=C)NC(=O)[C@H]1[C@@H](C[C@@H](C1)OC1=CC(=NC2=CC(=CC=C12)OC)C1=CC=CC=C1)C(N[C@@H](C(C)(C)C)C(N[C@H](C(NC)=O)C1CCCCC1)=O)=O ((1R,2S)-1-{[(1R,2R,4S)-2-{(S)-1-[((S)-Cyclohexyl-methylcarbamoyl-methyl)-carbamoyl]-2,2-dimethyl-propylcarbamoyl}-4-(7-methoxy-2-phenyl-quinolin-4-yloxy)-cyclopentanecarbonyl]-amino}-2-vinyl-cyclopropanecarboxylic acid ethyl ester). The solvent is C1(=CC=CC=C1)C.C(C)(=O)OCC (toluene ethyl acetate). Yields the product COC([C@H](C1CCCCC1)NC([C@H](C(C)C)NC(=O)OCC1=CC=CC=C1)=O)=O ((S)—((S)-2-Benzyloxycarbonylamino-3-methyl-butyrylamino)-cyclohexyl-acetic acid methyl ester). Isolated yield 94.4%. As a reaction SMILES: [CH3:1][O:2][C:3](=[O:19])[C@@H:4]([NH:11][C:12]([O:14]C(C)(C)C)=O)[CH:5]1[CH2:10][CH2:9][CH2:8][CH2:7][CH2:6]1.[NH:20]([C:28]([O:30][CH2:31][C:32]1[CH:37]=[CH:36][CH:35]=[CH:34][CH:33]=1)=[O:29])[C@H:21](C(O)=O)[CH:22]([CH3:24])[CH3:23].C(OC([C@@]1(NC([C@@H]2C[C@@H](OC3C4C(=CC(OC)=CC=4)N=C(C4C=CC=CC=4)C=3)C[C@H]2C(=O)N[C@H](C(=O)N[C@@H](C2CCCCC2)C(=O)NC)C(C)(C)C)=O)C[C@H]1C=C)=O)C>C1(C)C=CC=CC=1.C(OCC)(=O)C>[CH3:1][O:2][C:3](=[O:19])[C@@H:4]([NH:11][C:12](=[O:14])[C@@H:21]([NH:20][C:28]([O:30][CH2:31][C:32]1[CH:37]=[CH:36][CH:35]=[CH:34][CH:33]=1)=[O:29])[CH:22]([CH3:24])[CH3:23])[CH:5]1[CH2:6][CH2:7][CH2:8][CH2:9][CH2:10]1 |f:3.4|. Procedure details: Compound 54 (93 mg, 0.343 mmol) was deprotected and coupled to Z-Val-OH (95 mg, 0.378 mmol) according to the method for the preparation of 39. Flash column chromatography (toluene/ethyl acetate 4:1) gave 55 (131 mg, 94%) as a colorless solid. Reactants: O (H2O), CCOC(=O)C (EtOAc), Cl.N[C@@H](CC1=CC=CC=C1)C(=O)OC (methyl L-phenylalaninate hydrochloride), TEA, CS(=O)(=O)Cl (methanesulfonyl chloride). Run in CN(C)C=O (DMF). Reaction conditions: time 16 hour. Yields the product CS(=O)(=O)N[C@@H](CC1=CC=CC=C1)C(=O)OC (N-(methylsulfonyl)-L-phenylalanine, methyl ester). Isolated yield 49.4%. As a reaction SMILES: Cl.[NH2:2][C@H:3]([C:11]([O:13][CH3:14])=[O:12])[CH2:4][C:5]1[CH:10]=[CH:9][CH:8]=[CH:7][CH:6]=1.[CH3:15][S:16](Cl)(=[O:18])=[O:17].O.CCOC(C)=O>CN(C=O)C>[CH3:15][S:16]([NH:2][C@H:3]([C:11]([O:13][CH3:14])=[O:12])[CH2:4][C:5]1[CH:10]=[CH:9][CH:8]=[CH:7][CH:6]=1)(=[O:18])=[O:17] |f:0.1|. Procedure: To a stirring solution of 2.51 g (20.0 mmol) of methyl L-phenylalaninate hydrochloride and 6.7 mL (48 mmol) of TEA in 50 mL of DMF was added 1.86 mL (24 mmol) of methanesulfonyl chloride. After 16 hours, the reaction mixture was added to 200 mL of H2O and 200 mL of EtOAc. The resulting layers were separated, and the organic layer was washed with 3×200 mL of H2O and dried. The resulting residue was chromatographed to yield 2.54 g (49%) of N-(methylsulfonyl)-L-phenylalanine, methyl ester (13), whi...